From a dataset of the Open Reaction Database (ORD), a public repository of structured organic reaction records. describe an organic reaction: reactants, conditions, products, and yield The product is Cn1nc2c(-c3ccc(Cl)cc3)c(-c3ccc(Cl)cc3)nc(NCC3CCNC3)n2c1=O. The reactants are Cn1nc2c(-c3ccc(Cl)cc3)c(-c3ccc(Cl)cc3)nc(NCC3CCN(C(=O)OC(C)(C)C)C3)n2c1=O, ClCCl, O=C(O)C(F)(F)F. As a reaction SMILES: [Cl:1][c:2]1[cH:3][cH:4][c:5](-[c:8]2[c:9](-[c:33]3[cH:34][cH:35][c:36]([Cl:39])[cH:37][cH:38]3)[c:10]3[n:11]([c:12]([NH:14][CH2:15][CH:16]4[CH2:17][N:18]([C:21]([O:22][C:23]([CH3:24])([CH3:25])[CH3:26])=[O:27])[CH2:19][CH2:20]4)[n:13]2)[c:28](=[O:32])[n:29]([CH3:31])[n:30]3)[cH:6][cH:7]1.[Cl:47][CH2:48][Cl:49].[F:40][C:41]([F:42])([F:43])[C:44]([OH:45])=[O:46]>>[Cl:1][c:2]1[cH:3][cH:4][c:5](-[c:8]2[c:9](-[c:33]3[cH:34][cH:35][c:36]([Cl:39])[cH:37][cH:38]3)[c:10]3[n:11]([c:12]([NH:14][CH2:15][CH:16]4[CH2:17][NH:18][CH2:19][CH2:20]4)[n:13]2)[c:28](=[O:32])[n:29]([CH3:31])[n:30]3)[cH:6][cH:7]1. Starting materials: COc1ccc(N2CC(C)NC(C)C2)cc1NS(=O)(=O)c1ccc(Br)cc1F, Cc1ccc(B(O)O)o1, CC(C)(C)[O-], COCCOC, [K+], O, c1ccc(P(c2ccccc2)(c2ccccc2)[Pd](P(c2ccccc2)(c2ccccc2)c2ccccc2)(P(c2ccccc2)(c2ccccc2)c2ccccc2)P(c2ccccc2)(c2ccccc2)c2ccccc2)cc1. Yields the product COc1ccc(N2CC(C)NC(C)C2)cc1NS(=O)(=O)c1ccc(-c2ccc(C)o2)cc1F. As a reaction SMILES: [Br:1][c:2]1[cH:3][c:4]([F:28])[c:5]([S:8](=[O:9])(=[O:10])[NH:11][c:12]2[c:13]([O:26][CH3:27])[cH:14][cH:15][c:16]([N:18]3[CH2:19][CH:20]([CH3:25])[NH:21][CH:22]([CH3:24])[CH2:23]3)[cH:17]2)[cH:6][cH:7]1.[CH3:29][c:30]1[cH:31][cH:32][c:33]([B:35]([OH:36])[OH:37])[o:34]1.[CH3:38][C:39]([CH3:40])([O-:41])[CH3:42].[CH3:44][O:45][CH2:46][CH2:47][O:48][CH3:49].[K+:43].[OH2:50].[cH:51]1[cH:52][cH:53][c:54]([P:55]([Pd:56]([P:57]([c:58]2[cH:59][cH:60][cH:61][cH:62][cH:63]2)([c:64]2[cH:65][cH:66][cH:67][cH:68][cH:69]2)[c:70]2[cH:71][cH:72][cH:73][cH:74][cH:75]2)([P:76]([c:77]2[cH:78][cH:79][cH:80][cH:81][cH:82]2)([c:83]2[cH:84][cH:85][cH:86][cH:87][cH:88]2)[c:89]2[cH:90][cH:91][cH:92][cH:93][cH:94]2)[P:95]([c:96]2[cH:97][cH:98][cH:99][cH:100][cH:101]2)([c:102]2[cH:103][cH:104][cH:105][cH:106][cH:107]2)[c:108]2[cH:109][cH:110][cH:111][cH:112][cH:113]2)([c:114]2[cH:115][cH:116][cH:117][cH:118][cH:119]2)[c:120]2[cH:121][cH:122][cH:123][cH:124][cH:125]2)[cH:126][cH:127]1>>[c:2]1(-[c:33]2[cH:32][cH:31][c:30]([CH3:29])[o:34]2)[cH:3][c:4]([F:28])[c:5]([S:8](=[O:9])(=[O:10])[NH:11][c:12]2[c:13]([O:26][CH3:27])[cH:14][cH:15][c:16]([N:18]3[CH2:19][CH:20]([CH3:25])[NH:21][CH:22]([CH3:24])[CH2:23]3)[cH:17]2)[cH:6][cH:7]1. The reactants are C(C)OC(=O)C1=CC(=C2C(=C(C(=CN2C1=O)F)N1CC(CC1)C1(CC1)N(C)C1CCN(CC1)C(=O)OC(C)(C)C)C)C1CC1 (8-(3-{1-[(1-tert-butoxycarbonyl-piperidin-4-yl)-methyl-amino]-cyclopropyl}-pyrrolidin-1-yl)-1-cyclopropyl-7-fluoro-9-methyl-4-oxo-4H-quinolizine-3-carboxylic acid ethyl ester), [Li+].[OH-] (LiOH). The solvent is C(C)O (ethanol), O (water). Conditions: temperature 60 celsius. Product: C(C)(C)(C)OC(=O)N1CCC(CC1)N(C1(CC1)C1CN(CC1)C=1C(=CN2C(C(=CC(=C2C1C)C1CC1)C(=O)O)=O)F)C (8-(3-{1-[(1-tert-Butoxycarbonyl-piperidin-4-yl)-methyl-amino]-cyclopropyl}-pyrrolidin-1-yl)-1-cyclopropyl-7-fluoro-9-methyl-4-oxo-4H-quinolizine-3-carboxylic acid). Isolated yield 100.1%. Reaction SMILES: C([O:3][C:4]([C:6]1[C:15](=[O:16])[N:14]2[C:9]([C:10]([CH3:41])=[C:11]([N:18]3[CH2:22][CH2:21][CH:20]([C:23]4([N:26]([CH:28]5[CH2:33][CH2:32][N:31]([C:34]([O:36][C:37]([CH3:40])([CH3:39])[CH3:38])=[O:35])[CH2:30][CH2:29]5)[CH3:27])[CH2:25][CH2:24]4)[CH2:19]3)[C:12]([F:17])=[CH:13]2)=[C:8]([CH:42]2[CH2:44][CH2:43]2)[CH:7]=1)=[O:5])C.[Li+].[OH-]>C(O)C.O>[C:37]([O:36][C:34]([N:31]1[CH2:30][CH2:29][CH:28]([N:26]([CH3:27])[C:23]2([CH:20]3[CH2:21][CH2:22][N:18]([C:11]4[C:12]([F:17])=[CH:13][N:14]5[C:9]([C:10]=4[CH3:41])=[C:8]([CH:42]4[CH2:43][CH2:44]4)[CH:7]=[C:6]([C:4]([OH:5])=[O:3])[C:15]5=[O:16])[CH2:19]3)[CH2:25][CH2:24]2)[CH2:33][CH2:32]1)=[O:35])([CH3:40])([CH3:38])[CH3:39] |f:1.2|. Reported procedure: To a solution of 8-(3-{1-[(1-tert-butoxycarbonyl-piperidin-4-yl)-methyl-amino]-cyclopropyl}-pyrrolidin-1-yl)-1-cyclopropyl-7-fluoro-9-methyl-4-oxo-4H-quinolizine-3-carboxylic acid ethyl ester (15 g, 24 mmol) in ethanol (200 mL) was added the solution of LiOH (10 g, 238 mmol) in water (100 mL) in a round bottom flask. The solution was heated at 60° C. for one hour. The resulting solution was partitioned between dichloromethane (400 mL) and saturated aqueous NH4Cl (200 mL) and well shaken. The org... Starting materials: CCCN(CCC)C=1C(=CC(=CC1[N+](=O)[O-])C(F)(F)F)[N+](=O)[O-] (trifluralin), S(O)(O)(=O)=O (sulfuric acid), FC(C1=CC=C(C=C1)Cl)(F)F (1-trifluoromethyl-4-chlorobenzene), [N+](=O)(O)[O-] (nitric acid). Yields the product FC(C1=CC(=C(C(=C1)[N+](=O)[O-])Cl)[N+](=O)[O-])(F)F (1-trifluoromethyl-3,5-dinitro-4-chlorobenzene). Reaction SMILES: CCCN([C:8]1[C:9]([N+:21]([O-:23])=[O:22])=[CH:10][C:11]([C:17]([F:20])([F:19])[F:18])=[CH:12][C:13]=1[N+:14]([O-:16])=[O:15])CCC.FC(F)(F)C1C=CC([Cl:32])=CC=1.[N+]([O-])(O)=O.S(=O)(=O)(O)O>>[F:18][C:17]([F:20])([F:19])[C:11]1[CH:10]=[C:9]([N+:21]([O-:23])=[O:22])[C:8]([Cl:32])=[C:13]([N+:14]([O-:16])=[O:15])[CH:12]=1. Procedure details: The preparation of, for example, trifluralin is carried out by nitrating 1-trifluoromethyl-4-chlorobenzene with nitric acid in the presence of sulfuric acid to give 1-trifluoromethyl-3,5-dinitro-4-chlorobenzene, from which 2,6-dinitro-4-trifluoromethyl-N,N-dipropylaniline is obtained by amination with the secondary amine, di-n-propylamine. This synthesis can be represented by the following reaction scheme: ##STR1## Reactants: Nc1ncccc1Br, COCCOC, CC(C)c1ccc(B(O)O)cc1, [Na+], [Na+], O=C([O-])[O-], O, c1ccc(P(c2ccccc2)(c2ccccc2)[Pd](P(c2ccccc2)(c2ccccc2)c2ccccc2)(P(c2ccccc2)(c2ccccc2)c2ccccc2)P(c2ccccc2)(c2ccccc2)c2ccccc2)cc1. Yields the product CC(C)c1ccc(-c2cccnc2N)cc1. Reaction SMILES: [Br:19][c:20]1[c:21]([NH2:26])[n:22][cH:23][cH:24][cH:25]1.[CH3:28][O:29][CH2:30][CH2:31][O:32][CH3:33].[CH:7]([CH3:8])([CH3:9])[c:10]1[cH:11][cH:12][c:13]([B:16]([OH:17])[OH:18])[cH:14][cH:15]1.[Na+:1].[Na+:2].[O-:3][C:4](=[O:5])[O-:6].[OH2:27].[cH:34]1[cH:35][cH:36][c:37]([P:38]([Pd:39]([P:40]([c:41]2[cH:42][cH:43][cH:44][cH:45][cH:46]2)([c:47]2[cH:48][cH:49][cH:50][cH:51][cH:52]2)[c:53]2[cH:54][cH:55][cH:56][cH:57][cH:58]2)([P:59]([c:60]2[cH:61][cH:62][cH:63][cH:64][cH:65]2)([c:66]2[cH:67][cH:68][cH:69][cH:70][cH:71]2)[c:72]2[cH:73][cH:74][cH:75][cH:76][cH:77]2)[P:78]([c:79]2[cH:80][cH:81][cH:82][cH:83][cH:84]2)([c:85]2[cH:86][cH:87][cH:88][cH:89][cH:90]2)[c:91]2[cH:92][cH:93][cH:94][cH:95][cH:96]2)([c:97]2[cH:98][cH:99][cH:100][cH:101][cH:102]2)[c:103]2[cH:104][cH:105][cH:106][cH:107][cH:108]2)[cH:109][cH:110]1>>[CH:7]([CH3:8])([CH3:9])[c:10]1[cH:11][cH:12][c:13](-[c:20]2[c:21]([NH2:26])[n:22][cH:23][cH:24][cH:25]2)[cH:14][cH:15]1. The reactants are C(C)(=O)C1=CC=C(C=C1)C(C(=O)O)(C)C (2-(4-acetyl-phenyl)-2-methyl-propionic acid), COC1=C(C=O)C=C(C(=C1)OC)C=1SC=CC1 (2,4-dimethoxy-5-thiophen-2-yl-benzaldehyde), M−OCH3. The product is COC1=C(C=C(C(=C1)OC)C=1SC=CC1)/C=C/C(=O)C1=CC=C(C=C1)C(C(=O)O)(C)C (2-{4-[3E-(2,4-Dimethoxy-5-thiophen-2-yl-phenyl)-acryloyl]-phenyl}-2-methyl-propionic acid). As a reaction SMILES: [C:1]([C:4]1[CH:9]=[CH:8][C:7]([C:10]([CH3:15])([CH3:14])[C:11]([OH:13])=[O:12])=[CH:6][CH:5]=1)(=[O:3])[CH3:2].[CH3:16][O:17][C:18]1[CH:25]=[C:24]([O:26][CH3:27])[C:23]([C:28]2[S:29][CH:30]=[CH:31][CH:32]=2)=[CH:22][C:19]=1[CH:20]=O>>[CH3:16][O:17][C:18]1[CH:25]=[C:24]([O:26][CH3:27])[C:23]([C:28]2[S:29][CH:30]=[CH:31][CH:32]=2)=[CH:22][C:19]=1/[CH:20]=[CH:2]/[C:1]([C:4]1[CH:9]=[CH:8][C:7]([C:10]([CH3:15])([CH3:14])[C:11]([OH:13])=[O:12])=[CH:6][CH:5]=1)=[O:3]. Reported procedure: The title compound was prepared by condensing 2-(4-acetyl-phenyl)-2-methyl-propionic acid (Ex-77A) and 2,4-dimethoxy-5-thiophen-2-yl-benzaldehyde (Ex-6A) in a similar manner as described in Ex-3. White foam. 1H-NMR (CCDl3) δ 8.11–7.86 (m, 5H), 7.62–7.46 (m, 3H), 7.42 (d, J=3.2 Hz, 1H), 7.31 (d, J=5.3, 1H), 7.10–7.08 (m, 1H), 6.54 (s, 1H), 3.99 (s, 3H), 3.97 (s, 3H), 1.67 (s, 3H), 1.65 (s, 3H). MS m/z=436 (M+, 55%), 405 ([M−OCH3]+, 100%). The reactants are CC1=CN(C(=O)NC1=O)[C@H]2C[C@@H]([C@H](O2)CO)N=[N+]=[N-] (AZT), BrCCCN1C(C=2C(C1=O)=CC=CC2)=O (N-(3-bromopropyl)-phthalimide), C[O-].[Na+] (sodium methoxide), BrCCCN1C(C=2C(C1=O)=CC=CC2)=O (BPP), C[O-].[Na+] (NaOMe), O (water), BrCCCN1C(C=2C(C1=O)=CC=CC2)=O (BPP). Solvent: CC(=O)O (HOAc), CN1CCCN(C1=O)C (DMPU). Run at temperature 70 celsius. The product is C1(C=2C(C(N1CCCN1C(N([C@H]3C[C@@H]([C@@H](CO)O3)N=[N+]=[N-])C=C(C1=O)C)=O)=O)=CC=CC2)=O (3-(3-phthalimidopropyl)-3'-azido-3'-deoxythymidine). As a reaction SMILES: [CH3:1][C:2]1[C:8](=[O:9])[NH:7][C:5](=[O:6])[N:4]([C@@H:10]2[O:14][C@H:13]([CH2:15][OH:16])[C@@H:12]([N:17]=[N+:18]=[N-:19])[CH2:11]2)[CH:3]=1.Br[CH2:21][CH2:22][CH2:23][N:24]1[C:28](=[O:29])[C:27]2=[CH:30][CH:31]=[CH:32][CH:33]=[C:26]2[C:25]1=[O:34].C[O-].[Na+].O>CN1C(=O)N(C)CCC1.CC(O)=O>[C:25]1(=[O:34])[N:24]([CH2:23][CH2:22][CH2:21][N:7]2[C:8](=[O:9])[C:2]([CH3:1])=[CH:3][N:4]([C@@H:10]3[O:14][C@H:13]([CH2:15][OH:16])[C@@H:12]([N:17]=[N+:18]=[N-:19])[CH2:11]3)[C:5]2=[O:6])[C:28](=[O:29])[C:27]2=[CH:30][CH:31]=[CH:32][CH:33]=[C:26]12 |f:2.3|. Procedure: A solution of 280 mg AZT, 310 mg N-(3-bromopropyl)-phthalimide (BPP) and 300 ul of sodium methoxide solution (4.4M NaOMe in MeOH) in 1 ml DMPU was heated at 70° C. for one hour, then 145 mg BPP and 300 ul NaOMe solution was added and the mixture heated for another hour at 70° C. Another 175 mg BPP was added and heating was continued for a total of 4hours at 70° C. The reaction mixture was diluted with 10 volumes deionized water, acidified with 200 ul HOAc and extracted into EtOAc. The organic ph...